The task is: describe an organic reaction: reactants, conditions, products, and yield. This data is from the Open Reaction Database (ORD), a public repository of structured organic reaction records. Starting materials: Cl (hydrogen chloride), C(#N)C(=CC=CN(C)C)C(=O)N(C)C (1-cyano-1-dimethylaminocarbonyl-4-dimethylamino-1,3-butadiene), ( a ), Cl (hydrogen chloride). Solvent: ClCCCl (1,2-dichloroethane). Reaction conditions: temperature 50 celsius, time 6 hour. Product: CN(C(=O)C=1C(=NC=CC1)Cl)C (2-chloropyridine-3-carboxylic acid N,N-dimethylamide). Yield: 72.0%. RXN SMILES: C([C:3]([C:10]([N:12]([CH3:14])[CH3:13])=[O:11])=[CH:4][CH:5]=[CH:6][N:7](C)[CH3:8])#N.[ClH:15]>ClCCCl>[CH3:13][N:12]([CH3:14])[C:10]([C:3]1[C:8]([Cl:15])=[N:7][CH:6]=[CH:5][CH:4]=1)=[O:11]. Procedure: The 1-cyano-1-dimethylaminocarbonyl-4-dimethylamino-1,3-butadiene (14.5 g, 0.075 mol) obtained in (a) above was dissolved in 1,2-dichloroethane (150 ml) and the resulting solution heated to 50° C. The solution was then stirred whilst hydrogen chloride gas was introduced. After a few minutes, a thick mass of crystals formed in the solution which later dispersed to leave a deep red solution. After about 6 hours, no more starting material could be detected. Nitrogen was then introduced to blow the ... Reactants: NC1=C(CCC2N(CCCC2)CC)C=CC=C1 (2-(2-aminophenethyl)-1-ethylpiperidine), C(C1=CC=C(C=C1)OC)(=O)Cl (anisoyl chloride). The product is C(C)N1C(CCCC1)CCC1=C(NC(C2=CC=C(C=C2)OC)=O)C=CC=C1 (2'-[2-(1-ethyl-2-piperidyl)ethyl]-p-anisanilide). As a reaction SMILES: [NH2:1][C:2]1[CH:17]=[CH:16][CH:15]=[CH:14][C:3]=1[CH2:4][CH2:5][CH:6]1[CH2:11][CH2:10][CH2:9][CH2:8][N:7]1[CH2:12][CH3:13].[C:18](Cl)(=[O:27])[C:19]1[CH:24]=[CH:23][C:22]([O:25][CH3:26])=[CH:21][CH:20]=1>>[CH2:12]([N:7]1[CH2:8][CH2:9][CH2:10][CH2:11][CH:6]1[CH2:5][CH2:4][C:3]1[CH:14]=[CH:15][CH:16]=[CH:17][C:2]=1[NH:1][C:18](=[O:27])[C:19]1[CH:24]=[CH:23][C:22]([O:25][CH3:26])=[CH:21][CH:20]=1)[CH3:13]. Reported procedure: Reaction of 2-(2-aminophenethyl)-1-ethylpiperidine with anisoyl chloride according to the procudure of Example 25 provides 2'-[2-(1-ethyl-2-piperidyl)ethyl]-p-anisanilide, m.p. 136.5°-137.5° C. (corr.), from ethyl acetate. Reactants: C(C)(=O)OC1C(C(CC1NC1=C(C=C(C(=C1)Cl)Cl)[N+](=O)[O-])COC(C)=O)OC(C)=O (3-(Acetoxymethyl)-5-(4,5-dichloro-2-nitroanilino)-1,2-cyclopentanediyl diacetate), C(C)(C)O (isopropanol). Reagents/catalysts: [Ni] (Raney nickel). Product: C(C)(=O)OC1C(C(CC1N1C=NC2=C1C=C(C(=C2)Cl)Cl)COC(C)=O)OC(C)=O (3-(Acetoxymethyl)-5-(5,6-dichloro-1H-benzimidazol-1-yl)-1,2-cyclopentanediyl diacetate). As a reaction SMILES: [C:1]([O:4][CH:5]1[CH:9]([NH:10][C:11]2[CH:16]=[C:15]([Cl:17])[C:14]([Cl:18])=[CH:13][C:12]=2[N+:19]([O-])=O)[CH2:8][CH:7]([CH2:22][O:23][C:24](=[O:26])[CH3:25])[CH:6]1[O:27][C:28](=[O:30])[CH3:29])(=[O:3])[CH3:2].[CH:31](O)(C)C>[Ni]>[C:1]([O:4][CH:5]1[CH:9]([N:10]2[C:11]3[CH:16]=[C:15]([Cl:17])[C:14]([Cl:18])=[CH:13][C:12]=3[N:19]=[CH:31]2)[CH2:8][CH:7]([CH2:22][O:23][C:24](=[O:26])[CH3:25])[CH:6]1[O:27][C:28](=[O:30])[CH3:29])(=[O:3])[CH3:2]. Reported procedure: (±)-(1R*, 2S*, 3S*, 5S*)-3-(Acetoxymethyl)-5-(4,5-dichloro-2-nitroanilino)-1,2-cyclopentanediyl diacetate (2.75 g, 5.93 mmol) and Raney nickel (aqueous slurry, Aldrich, 300 mg wet) in isopropanol (250 mL) was shaken under hydrogen (40 psi) in a Parr shaker for 2.25 hours. Catalyst was filtered off with Celite and the filtrate acidified with 98% formic acid (5 mL) and concentrated to an orange oil. The oil was diluted with additional 98% formic acid (45 mL) and the resulting orange solution reflu... Starting materials: ClCCC1=CC=C(C(=O)OC)C=C1 (methyl 4-(2-chloroethyl)benzoate), [I-].[K+] (potassium iodide). The solvent is C(C)#N (acetonitrile). Yields the product ICCC1=CC=C(C(=O)OC)C=C1 (Methyl 4-(2-iodoethyl)benzoate). Reaction SMILES: Cl[CH2:2][CH2:3][C:4]1[CH:13]=[CH:12][C:7]([C:8]([O:10][CH3:11])=[O:9])=[CH:6][CH:5]=1.[I-:14].[K+]>C(#N)C>[I:14][CH2:2][CH2:3][C:4]1[CH:13]=[CH:12][C:7]([C:8]([O:10][CH3:11])=[O:9])=[CH:6][CH:5]=1 |f:1.2|. Procedure details: 70 g (352.4 mmol) of methyl 4-(2-chloroethyl)benzoate [CAS Reg. No. 65787-72-6] and 146.2 g (880.9 mmol) of potassium iodide are suspended in 800 ml of acetonitrile and stirred under reflux for three days. After the reaction has gone to completion, the reaction solution is cooled and filtered and the filtrate is evaporated to dryness under reduced pressure. The resulting residue is purified by flash chromatography on silica gel (mobile phase:petroleum ether/ethyl acetate 30:1→20:1). This gives 1...